Dataset: the Open Reaction Database (ORD), a public repository of structured organic reaction records. Task: describe an organic reaction: reactants, conditions, products, and yield The reactants are N(=O)OC(C)(C)C (tert-butyl nitrite), CuBr2, NC=1C=C(C(=NC1)C1CC1)C1=CC(=CC=2NC(NC21)=O)C=2C(=NOC2C)C (4-(5-Amino-2-cyclopropylpyridin-3-yl)-6-(3,5-dimethylisoxazol-4-yl)-1H-benzo[d]imidazol-2(3H)-one). Run in CCOC(=O)C (EtOAc), C(C)#N (acetonitrile). Conditions: time 1 hour. The product is C1(CC1)C1=C(C=C(C=N1)NC(C)=O)C1=CC(=CC=2NC(NC21)=O)C=2C(=NOC2C)C (N-(6-cyclopropyl-5-(6-(3,5-dimethylisoxazol-4-yl)-2-oxo-2,3-dihydro-1H-benzo[d]imidazol-4-yl)pyridin-3-yl)acetamide). The yield is 18.9%. Reaction SMILES: [NH2:1][C:2]1[CH:3]=[C:4]([C:11]2[C:19]3[NH:18][C:17](=[O:20])[NH:16][C:15]=3[CH:14]=[C:13]([C:21]3[C:22]([CH3:27])=[N:23][O:24][C:25]=3[CH3:26])[CH:12]=2)[C:5]([CH:8]2[CH2:10][CH2:9]2)=[N:6][CH:7]=1.N([O:30][C:31](C)(C)[CH3:32])=O>C(#N)C.CCOC(C)=O>[CH:8]1([C:5]2[N:6]=[CH:7][C:2]([NH:1][C:31](=[O:30])[CH3:32])=[CH:3][C:4]=2[C:11]2[C:19]3[NH:18][C:17](=[O:20])[NH:16][C:15]=3[CH:14]=[C:13]([C:21]3[C:22]([CH3:27])=[N:23][O:24][C:25]=3[CH3:26])[CH:12]=2)[CH2:9][CH2:10]1. Procedure details: 4-(5-Amino-2-cyclopropylpyridin-3-yl)-6-(3,5-dimethylisoxazol-4-yl)-1H-benzo[d]imidazol-2(3H)-one (75 mg, 0.21 mmol) was dissolved in acetonitrile (2 mL), at room temperature added tert-butyl nitrite (32 mg, 0.31 mmol) and CuBr2 (56 mg, 0.25 mmol), stirred at room temperature for 1 h. The reaction mixture was diluted with EtOAc, washed with brine, evaporated organic solvent, purified with Prep HPLC. (0-100% CH3CN/H2O) to afford 16 mg of N-(6-cyclopropyl-5-(6-(3,5-dimethylisoxazol-4-yl)-2-oxo-2,3... The reactants are C(C)N=C=O (Ethylisocyanate), SCCC(=O)N1[C@H](C(=O)O)CCC1 (1-(3-mercaptopropanoyl)-L-proline), [OH-].[Na+] (sodium hydroxide). The solvent is N1=CC=CC=C1 (pyridine). Yields the product C(C)NC(=O)SCCC(=O)N1[C@H](C(=O)O)CCC1 (1-[3-[[(ethylamino)carbonyl]thio]propanoyl]-L-proline). As a reaction SMILES: [CH2:1]([N:3]=[C:4]=[O:5])[CH3:2].[SH:6][CH2:7][CH2:8][C:9]([N:11]1[CH2:18][CH2:17][CH2:16][C@H:12]1[C:13]([OH:15])=[O:14])=[O:10].[OH-].[Na+]>N1C=CC=CC=1>[CH2:1]([NH:3][C:4]([S:6][CH2:7][CH2:8][C:9]([N:11]1[CH2:18][CH2:17][CH2:16][C@H:12]1[C:13]([OH:15])=[O:14])=[O:10])=[O:5])[CH3:2] |f:2.3|. Procedure: Ethylisocyanate (0.45 ml) is added to a solution of 1-(3-mercaptopropanoyl)-L-proline (1 g) in a mixture of N sodium hydroxide (5 ml) and pyridine (5 ml). The solution is heated at 40° for four hours and concentrated in vacuo. The residue is distributed between 0.1 N hydrochloric acid and ethyl acetate. The organic layer is washed with water, dried over magnesium sulfate and concentrated to dryness to yield 1-[3-[[(ethylamino)carbonyl]thio]propanoyl]-L-proline. The dicyclohexylammonium salt is p... Starting materials: CC=1C=C(C=CC1C)CC(CC(=O)OC(C)(C)C)(C(=O)OCC)C(=O)OCC (tert-butyl 4-(3,4-dimethyl-phenyl)-3,3-bis-ethoxycarbonyl-butanoate), C(=O)(C(F)(F)F)O (TFA). Solvent: C(Cl)Cl (DCM). Reaction conditions: time 3 hour. Product: CC=1C=C(C=CC1C)CC(CC(=O)O)(C(=O)OCC)C(=O)OCC (4-(3,4-dimethyl-phenyl)-3,3-bis-ethoxycarbonyl-butanoic acid). As a reaction SMILES: [CH3:1][C:2]1[CH:3]=[C:4]([CH2:9][C:10]([C:24]([O:26][CH2:27][CH3:28])=[O:25])([C:19]([O:21][CH2:22][CH3:23])=[O:20])[CH2:11][C:12]([O:14]C(C)(C)C)=[O:13])[CH:5]=[CH:6][C:7]=1[CH3:8].C(O)(C(F)(F)F)=O>C(Cl)Cl>[CH3:1][C:2]1[CH:3]=[C:4]([CH2:9][C:10]([C:19]([O:21][CH2:22][CH3:23])=[O:20])([C:24]([O:26][CH2:27][CH3:28])=[O:25])[CH2:11][C:12]([OH:14])=[O:13])[CH:5]=[CH:6][C:7]=1[CH3:8]. Reported procedure: A mixture of 11.6 g (29.5 mmol) tert-butyl 4-(3,4-dimethyl-phenyl)-3,3-bis-ethoxycarbonyl-butanoate and 100 mL DCM was combined with 20 mL TFA, the reaction mixture was stirred for 3 h at RT and evaporated down under reduced pressure. Reactants: CCOC(=O)NC(=O)CC#N, O=CC=Cc1ccc(O)c(O)c1. The product is CCOC(=O)NC(=O)C(C#N)=CC=Cc1ccc(O)c(O)c1. As a reaction SMILES: [C:13](#[N:14])[CH2:15][C:16](=[O:17])[NH:18][C:19](=[O:20])[O:21][CH2:22][CH3:23].[OH:1][c:2]1[cH:3][c:4]([CH:5]=[CH:6][CH:7]=[O:8])[cH:9][cH:10][c:11]1[OH:12]>>[OH:1][c:2]1[cH:3][c:4]([CH:5]=[CH:6][CH:7]=[C:15]([C:13]#[N:14])[C:16](=[O:17])[NH:18][C:19](=[O:20])[O:21][CH2:22][CH3:23])[cH:9][cH:10][c:11]1[OH:12]. Reactants: Cc1ccc(NC(=O)c2ccc([N+](=O)[O-])cc2)c(OCc2ccccc2)c1, CN(C)C=O, [H-], CI, [Na+]. The product is Cc1ccc(N(C)C(=O)c2ccc([N+](=O)[O-])cc2)c(OCc2ccccc2)c1. Reaction SMILES: [CH2:1]([c:2]1[cH:3][cH:4][cH:5][cH:6][cH:7]1)[O:8][c:9]1[c:10]([NH:16][C:17]([c:18]2[cH:19][cH:20][c:21]([N+:24](=[O:25])[O-:26])[cH:22][cH:23]2)=[O:27])[cH:11][cH:12][c:13]([CH3:15])[cH:14]1.[CH3:32][N:33]([CH3:34])[CH:35]=[O:36].[H-:28].[I:30][CH3:31].[Na+:29]>>[CH2:1]([c:2]1[cH:3][cH:4][cH:5][cH:6][cH:7]1)[O:8][c:9]1[c:10]([N:16]([C:17]([c:18]2[cH:19][cH:20][c:21]([N+:24](=[O:25])[O-:26])[cH:22][cH:23]2)=[O:27])[CH3:31])[cH:11][cH:12][c:13]([CH3:15])[cH:14]1. The reactants are CC(=O)O, Cl, Cl, C[N+](=O)[O-], CCC1C(=O)c2c(cc(OCC(=O)O)c(Cl)c2Cl)C1C, O. Yields the product CCC1(Cl)C(=O)c2c(cc(OCC(=O)O)c(Cl)c2Cl)C1C. As a reaction SMILES: [CH3:28][C:29](=[O:30])[OH:31].[Cl:21].[ClH:27].[N+:23]([CH3:24])([O-:25])=[O:26].[O:1]=[C:2]1[CH:3]([CH2:19][CH3:20])[CH:4]([CH3:18])[c:5]2[cH:6][c:7]([O:13][CH2:14][C:15](=[O:16])[OH:17])[c:8]([Cl:12])[c:9]([Cl:11])[c:10]21.[OH2:22]>>[O:1]=[C:2]1[C:3]([CH2:19][CH3:20])([Cl:27])[CH:4]([CH3:18])[c:5]2[cH:6][c:7]([O:13][CH2:14][C:15](=[O:16])[OH:17])[c:8]([Cl:12])[c:9]([Cl:11])[c:10]21. The reactants are NC=1C=CC2=C(C=CC3=C(S2)C=C(C=C3)C(=O)O)C1 (8-aminodibenzo[b,f]thiepin-3-carboxylic acid), C1=CC(=CC=2SC3=C(CCC21)C=CC=C3)C(=O)O (10,11-dihydrodibenzo[b,f]thiepin-3-carboxylic acid). Product: NC=1C=CC2=C(C=CC3=C(S2)C=C(C=C3)CO)C1 (8-Amino-3-hydroxymethyl-dibenzo[b,f]thiepin). RXN SMILES: [NH2:1][C:2]1[CH:3]=[CH:4][C:5]2[S:11][C:10]3[CH:12]=[C:13]([C:16](O)=[O:17])[CH:14]=[CH:15][C:9]=3[CH:8]=[CH:7][C:6]=2[CH:19]=1.C1C2CCC3C=CC=CC=3SC=2C=C(C(O)=O)C=1>>[NH2:1][C:2]1[CH:3]=[CH:4][C:5]2[S:11][C:10]3[CH:12]=[C:13]([CH2:16][OH:17])[CH:14]=[CH:15][C:9]=3[CH:8]=[CH:7][C:6]=2[CH:19]=1. Procedure details: Repeat the process of Example 1, substituting an equivalent quantity of 8-aminodibenzo[b,f]thiepin-3-carboxylic acid for the 10,11-dihydrodibenzo[b,f]thiepin-3-carboxylic acid, to obtain the title product. The reactants are CC(=O)C.OS(=O)(=O)O.O=[Cr](=O)=O (Jones Reagent), OC(CC1=CC=C(C=C(C(=O)OCC)C)C=C1)C=1C=NC=CC1 (Ethyl 4-[2-hydroxy-2-(3-pyridyl)ethyl]-α-methylcinnamate), C(C)(C)O (isopropanol). The solvent is CC(=O)C (acetone). Conditions: time 30 minute. The product is O=C(CC1=CC=C(C=C(C(=O)OCC)C)C=C1)C=1C=NC=CC1 (ethyl 4-[2-oxo-2-(3-pyridyl)ethyl]-α-methylcinnamate). Isolated yield 42.1%. RXN SMILES: [OH:1][CH:2]([C:18]1[CH:19]=[N:20][CH:21]=[CH:22][CH:23]=1)[CH2:3][C:4]1[CH:17]=[CH:16][C:7]([CH:8]=[C:9]([CH3:15])[C:10]([O:12][CH2:13][CH3:14])=[O:11])=[CH:6][CH:5]=1.CC(C)=O.OS(O)(=O)=O.O=[Cr](=O)=O.C(O)(C)C>CC(C)=O>[O:1]=[C:2]([C:18]1[CH:19]=[N:20][CH:21]=[CH:22][CH:23]=1)[CH2:3][C:4]1[CH:17]=[CH:16][C:7]([CH:8]=[C:9]([CH3:15])[C:10]([O:12][CH2:13][CH3:14])=[O:11])=[CH:6][CH:5]=1 |f:1.2.3|. Reported procedure: Ethyl 4-[2-hydroxy-2-(3-pyridyl)ethyl]-α-methylcinnamate (1.84 g) was dissolved in 60 ml of acetone, followed by dropwise addition of 2.27 g of 2.67M Jones Reagent, and stirred for 30 minutes. After addition of 2 ml of isopropanol, the resulting mixture was concentrated under reduced pressure, followed by addition of water for extraction with ethyl acetate. The organic phase was washed in saturated aqueous sodium and dried over magnesium sulfate, and the solvent was distilled off under reduced p...